describe an organic reaction: reactants, conditions, products, and yield From a dataset of the Open Reaction Database (ORD), a public repository of structured organic reaction records. The reactants are C1(=CC=CC=C1)P(C1=CC=CC=C1)C1=CC=CC=C1 (triphenylphosphine), C(Br)(Br)(Br)Br (carbon tetrabromide), C(C1=CC=CC=C1)C(C(=O)C1=CC(=C(C=C1)OCCCO)OC)(CC)N(C)C (2-benzyl-2-dimethylamino-1-[4-(3-hydroxy-propoxy)-3-methoxy-phenyl]-butan-1-one). The solvent is C(Cl)Cl (methylene chloride). Reaction conditions: temperature 0 celsius, time 0.5 hour. The product is C(C1=CC=CC=C1)C(C(=O)C1=CC(=C(C=C1)OCCCBr)OC)(CC)N(C)C (2-Benzyl-1-[4-(3-bromo-propoxy)-3-methoxy-phenyl]-2-dimethylamino-butan-1-one). Reaction SMILES: [CH2:1]([C:8]([N:26]([CH3:28])[CH3:27])([CH2:24][CH3:25])[C:9]([C:11]1[CH:16]=[CH:15][C:14]([O:17][CH2:18][CH2:19][CH2:20]O)=[C:13]([O:22][CH3:23])[CH:12]=1)=[O:10])[C:2]1[CH:7]=[CH:6][CH:5]=[CH:4][CH:3]=1.C1(P(C2C=CC=CC=2)C2C=CC=CC=2)C=CC=CC=1.C(Br)(Br)(Br)[Br:49]>C(Cl)Cl>[CH2:1]([C:8]([N:26]([CH3:28])[CH3:27])([CH2:24][CH3:25])[C:9]([C:11]1[CH:16]=[CH:15][C:14]([O:17][CH2:18][CH2:19][CH2:20][Br:49])=[C:13]([O:22][CH3:23])[CH:12]=1)=[O:10])[C:2]1[CH:7]=[CH:6][CH:5]=[CH:4][CH:3]=1. Procedure details: 14.3 g (37.1 mmol) of 2-benzyl-2-dimethylamino-1-[4-(3-hydroxy-propoxy)-3-methoxy-phenyl]-butan-1-one are dissolved in 200 ml of methylene chloride, and 10.7 g (40.8 mmol) of triphenylphosphine and 13.5 g (40.8 mmol) of carbon tetrabromide are added at 0° C. successively. The solution is stirred at 0° C. for 0.5 h. Then the solution is concentrated to give the crude product, which is purified by column chromatography on silica gel with ethyl acetate-hexane (20:80) as an eluent. The structure is ... Reactants: ClCCl, O=[Cr](=O)([O-])Cl, O, COC(=O)CCC(C)=CCc1c(CO)c(C)c2c(c1OS(=O)(=O)c1ccc(C)cc1)C(=O)OC2, c1cc[nH+]cc1. Product: COC(=O)CCC(C)=CCc1c(C=O)c(C)c2c(c1OS(=O)(=O)c1ccc(C)cc1)C(=O)OC2. Reaction SMILES: [Cl:47][CH2:48][Cl:49].[O:35]=[Cr:36]([Cl:37])([O-:38])=[O:39].[OH2:46].[OH:1][CH2:2][c:3]1[c:4]([CH2:25][CH:26]=[C:27]([CH2:28][CH2:29][C:30](=[O:31])[O:32][CH3:33])[CH3:34])[c:5]([O:14][S:15](=[O:16])(=[O:17])[c:18]2[cH:19][cH:20][c:21]([CH3:24])[cH:22][cH:23]2)[c:6]2[c:10]([c:11]1[CH3:12])[CH2:9][O:8][C:7]2=[O:13].[nH+:40]1[cH:41][cH:42][cH:43][cH:44][cH:45]1>>[O:1]=[CH:2][c:3]1[c:4]([CH2:25][CH:26]=[C:27]([CH2:28][CH2:29][C:30](=[O:31])[O:32][CH3:33])[CH3:34])[c:5]([O:14][S:15](=[O:16])(=[O:17])[c:18]2[cH:19][cH:20][c:21]([CH3:24])[cH:22][cH:23]2)[c:6]2[c:10]([c:11]1[CH3:12])[CH2:9][O:8][C:7]2=[O:13].